This data is from the Open Reaction Database (ORD), a public repository of structured organic reaction records. The task is: describe an organic reaction: reactants, conditions, products, and yield Reactants: C(C=C)ONC(=O)N1CC(C(C1)C1=CSC=C1)CN1CCC(CC1)C1=CC=CC=C1 (1-allyloxycarbamoyl-3-(SR)-(4-phenylpiperidinylmethyl)-4-(RS)-(3-thienyl)pyrrolidine), [OH-].[K+] (KOH), O.NN (hydrazine hydrate). Solvent: C(CO)O (ethylene glycol), CCOCC (ether). Yields the product C1(=CC=CC=C1)C1CCN(CC1)CC1CNCC1C1=CSC=C1 (3-(SR)-(4-phenylpiperidinylmethyl)-4-(RS)-(3-thienyl)pyrrolidine). Isolated yield 84.7%. RXN SMILES: C(ONC([N:8]1[CH2:12][CH:11]([C:13]2[CH:17]=[CH:16][S:15][CH:14]=2)[CH:10]([CH2:18][N:19]2[CH2:24][CH2:23][CH:22]([C:25]3[CH:30]=[CH:29][CH:28]=[CH:27][CH:26]=3)[CH2:21][CH2:20]2)[CH2:9]1)=O)C=C.[OH-].[K+].O.NN>C(O)CO.CCOCC>[C:25]1([CH:22]2[CH2:21][CH2:20][N:19]([CH2:18][CH:10]3[CH:11]([C:13]4[CH:17]=[CH:16][S:15][CH:14]=4)[CH2:12][NH:8][CH2:9]3)[CH2:24][CH2:23]2)[CH:26]=[CH:27][CH:28]=[CH:29][CH:30]=1 |f:1.2,3.4|. Reported procedure: A solution of 0.19 g (0.47 mmol) of 1-allyloxycarbamoyl-3-(SR)-(4-phenylpiperidinylmethyl)-4-(RS)-(3-thienyl)pyrrolidine, 0.52 g (9.4 mmol) KOH and 0.23 mL (4.7 mmol) of hydrazine hydrate in 5 mL of ethylene glycol was heated at 140° C. for 12 h. The reaction mixture was cooled to rt and diluted with ether. The reaction mixture was washed 3 times with H2O, dried over Na2SO4, filtered and the filtrate was concentrated to give 0.13 g of the title compound. 1H NMR (CDCl3) δ7.22-7.37 (m, 7H), 7.04 (... Starting materials: ClC1=C(C2=C(NCC3=C(C2)C=CC=C3)C=C1)C(C1=CC=C(C=C1)[N+](=O)[O-])=O (2-chloro-1-(4-nitrobenzoyl)-6,11-dihydro-5H-dibenz[b,e]azepine), [H][H] (hydrogen), C(C)(=O)OCC.C(C)O (ethyl acetate ethanol). Reagents/catalysts: [Pd] (palladium-on-carbon). Yields the product ClC1CC2=C(N(CC3=C(C2)C=CC=C3)C(C3=CC=C(C=C3)N)=O)C=C1 (2-Chloro-5-(4-aminobenzoyl)-6,11-dihydro-1H-dibenz[b,e]azepine). As a reaction SMILES: [Cl:1][C:2]1[CH:16]=[CH:15][C:5]2[NH:6][CH2:7][C:8]3[CH:14]=[CH:13][CH:12]=[CH:11][C:9]=3[CH2:10][C:4]=2[C:3]=1C(=O)C1C=CC([N+]([O-])=O)=CC=1.[H][H].C([O:33][CH2:34][CH3:35])(=O)C.[CH2:36](O)[CH3:37]>[Pd]>[Cl:1][CH:2]1[CH:16]=[CH:15][C:5]2[N:6]([C:34](=[O:33])[C:35]3[CH:37]=[CH:36][C:5]([NH2:6])=[CH:4][CH:3]=3)[CH2:7][C:8]3[CH:14]=[CH:13][CH:12]=[CH:11][C:9]=3[CH2:10][C:4]=2[CH2:3]1 |f:2.3|. Reported procedure: A solution of 2.1 g of 2-chloro-1-(4-nitrobenzoyl)-6,11-dihydro-5H-dibenz[b,e]azepine in 400 ml of ethyl acetate-ethanol (1:1) and 0.25 g of palladium-on-carbon is hydrogenated in a Parr hydrogenator under 38 pounds per square inch of hydrogen. The mixture is filtered through diatomaceous earth and the filtrate concentrated to dryness. The solid (1.94 g) is dissolved in dichloromethane and the solution filtered through a thin pad of hydrous magnesium silicate. The filter pad is washed with dichl... Reactants: COC=CC(=O)OC, CC(=O)O, CC(C)n1cc(-c2ccc(F)cc2)c2ccccc21, O, O=P(Cl)(Cl)Cl. Yields the product COC(=O)C=Cc1c(-c2ccc(F)cc2)c2ccccc2n1C(C)C. RXN SMILES: [CH3:20][O:21][CH:22]=[CH:23][C:24](=[O:25])[O:26][CH3:27].[CH3:34][C:35](=[O:36])[OH:37].[F:1][c:2]1[cH:3][cH:4][c:5](-[c:8]2[cH:9][n:10]([CH:17]([CH3:18])[CH3:19])[c:11]3[cH:12][cH:13][cH:14][cH:15][c:16]23)[cH:6][cH:7]1.[OH2:28].[P:29]([Cl:30])([Cl:31])([Cl:32])=[O:33]>>[F:1][c:2]1[cH:3][cH:4][c:5](-[c:8]2[c:9]([CH:22]=[CH:23][C:24](=[O:25])[O:26][CH3:27])[n:10]([CH:17]([CH3:18])[CH3:19])[c:11]3[cH:12][cH:13][cH:14][cH:15][c:16]23)[cH:6][cH:7]1. Starting materials: CC(CCN(Cc1ccccc1)Cc1ccccc1)c1ccccc1-c1ccccc1, CCOC(C)=O. The product is CC(CCN)c1ccccc1-c1ccccc1. Reaction SMILES: [CH2:1]([N:8]([CH2:2][c:3]1[cH:4][cH:5][cH:6][cH:7][cH:25]1)[CH2:9][CH2:10][CH:11]([CH3:12])[c:13]1[c:14](-[c:19]2[cH:20][cH:21][cH:22][cH:23][cH:24]2)[cH:15][cH:16][cH:17][cH:18]1)[c:26]1[cH:27][cH:28][cH:29][cH:30][cH:31]1.[CH3:32][CH2:33][O:34][C:35](=[O:36])[CH3:37]>>[NH2:8][CH2:9][CH2:10][CH:11]([CH3:12])[c:13]1[c:14](-[c:19]2[cH:20][cH:21][cH:22][cH:23][cH:24]2)[cH:15][cH:16][cH:17][cH:18]1. As a reaction SMILES: [OH:1][C@H:2]([C@H:4]([CH2:9][CH:10]=[C:11]([CH3:13])[CH3:12])[C:5]([O:7][CH3:8])=[O:6])[CH3:3]>CO.[Pd]>[OH:1][C@H:2]([C@H:4]([CH2:9][CH2:10][CH:11]([CH3:13])[CH3:12])[C:5]([O:7][CH3:8])=[O:6])[CH3:3]. Isolated yield 98.4%. Run in CO (MeOH). Yields the product O[C@@H](C)[C@@H](C(=O)OC)CCC(C)C ((S)-methyl 2-((S)-1-hydroxyethyl)-5-methylhexanoate). Procedure details: To a well stirred solution of (S)-methyl 2-((S)-1-hydroxyethyl)-5-methylhex-4-enoate (9.5 g, 51.0 mmol) in MeOH (51 mL) was added 10% Pd/C (0.543 g, 5.10 mmol). The reaction was put under a hydrogen atmosphere (balloon) and stirred at room temperature for 20 h. The mixture was filtered through a plug of Celite® and the plug was washed with MeOH (20 mL). The filtrate and washes were combined, the solvent was removed under reduced pressure, and the residue was dissolved in DCM (50 mL). The solutio... Reactants: O[C@@H](C)[C@@H](C(=O)OC)CC=C(C)C ((S)-methyl 2-((S)-1-hydroxyethyl)-5-methylhex-4-enoate). Conditions: time 20 hour. The reagents and catalysts are [Pd] (Pd/C). Reactants: CCCCn1c(-c2ccc(OC)cc2)cnc1SC, CO, Cl, [NH4+], [OH-]. The product is CCCCn1cncc1-c1ccc(OC)cc1. As a reaction SMILES: [CH2:2]([CH2:3][CH2:4][CH3:5])[n:6]1[c:7]([S:19][CH3:20])[n:8][cH:9][c:10]1-[c:11]1[cH:12][cH:13][c:14]([O:17][CH3:18])[cH:15][cH:16]1.[CH3:23][OH:24].[ClH:1].[NH4+:21].[OH-:22]>>[CH2:2]([CH2:3][CH2:4][CH3:5])[n:6]1[cH:7][n:8][cH:9][c:10]1-[c:11]1[cH:12][cH:13][c:14]([O:17][CH3:18])[cH:15][cH:16]1. The reactants are C(C)(C)(C)OC(=O)N1C(CCC1)C=1NC(=CN1)C1=CC=C(C=C1)C1=CC2=CC=C(C=C2C=C1)B1OC(C(O1)(C)C)(C)C (2-(5-{4-[6-(4,4,5,5-Tetramethyl-[1,3,2]dioxaborolan-2-yl)-naphthalen-2-yl]-phenyl}-1H-imidazol-2-yl)-pyrrolidine-1-carboxylic acid tert-butyl ester), C(C)(C)(C)OC(=O)N1C2CCC(C1C1=NC3=C(N1)C=C(C=C3)Br)C2 (3-(6-Bromo-1H-benzoimidazol-2-yl)-2-aza-bicyclo[2.2.1]heptane-2-carboxylic acid tert-butyl ester), C([O-])([O-])=O.[K+].[K+] (potassium carbonate). Reagents/catalysts: C1=CC=C(C=C1)P([C-]2C=CC=C2)C3=CC=CC=C3.C1=CC=C(C=C1)P([C-]2C=CC=C2)C3=CC=CC=C3.Cl[Pd]Cl.[Fe+2] ([1,1′-bis(diphenylphosphino)ferrocene]dichloropalladium(II)), C=1C=CC(=CC1)[P](C=2C=CC=CC2)(C=3C=CC=CC3)[Pd]([P](C=4C=CC=CC4)(C=5C=CC=CC5)C=6C=CC=CC6)([P](C=7C=CC=CC7)(C=8C=CC=CC8)C=9C=CC=CC9)[P](C=1C=CC=CC1)(C=1C=CC=CC1)C=1C=CC=CC1 (tetrakis(triphenylphosphine)palladium). The solvent is COCCOC (DME), O (water), C(C)(=O)OCC (ethyl acetate). Conditions: temperature 90 celsius. Product: C(C)(C)(C)OC(=O)N1C2CCC(C1C1=NC3=C(N1)C=C(C=C3)C3=CC1=CC=C(C=C1C=C3)C3=CC=C(C=C3)C=3NC(=NC3)C3N(CCC3)C(=O)OC(C)(C)C)C2 (3-[6-(6-{4-[2-(1-tert-Butoxycarbonyl-pyrrolidin-2-yl)-3H-imidazol-4-yl]-phenyl}-naphthalen-2-yl)-1H-benzoimidazol-2-yl]-2-aza-bicyclo[2.2.1]heptane-2-carboxylic acid tert-butyl ester). The yield is 34.9%. Reaction SMILES: [C:1]([O:5][C:6]([N:8]1[CH2:12][CH2:11][CH2:10][CH:9]1[C:13]1[NH:14][C:15]([C:18]2[CH:23]=[CH:22][C:21]([C:24]3[CH:33]=[CH:32][C:31]4[C:26](=[CH:27][CH:28]=[C:29](B5OC(C)(C)C(C)(C)O5)[CH:30]=4)[CH:25]=3)=[CH:20][CH:19]=2)=[CH:16][N:17]=1)=[O:7])([CH3:4])([CH3:3])[CH3:2].[C:43]([O:47][C:48]([N:50]1[CH:55]([C:56]2[NH:60][C:59]3[CH:61]=[C:62](Br)[CH:63]=[CH:64][C:58]=3[N:57]=2)[CH:54]2[CH2:66][CH:51]1[CH2:52][CH2:53]2)=[O:49])([CH3:46])([CH3:45])[CH3:44].C(=O)([O-])[O-].[K+].[K+]>COCCOC.O.C(OCC)(=O)C.C1C=CC(P(C2C=CC=CC=2)[C-]2C=CC=C2)=CC=1.C1C=CC(P(C2C=CC=CC=2)[C-]2C=CC=C2)=CC=1.Cl[Pd]Cl.[Fe+2].C1C=CC([P]([Pd]([P](C2C=CC=CC=2)(C2C=CC=CC=2)C2C=CC=CC=2)([P](C2C=CC=CC=2)(C2C=CC=CC=2)C2C=CC=CC=2)[P](C2C=CC=CC=2)(C2C=CC=CC=2)C2C=CC=CC=2)(C2C=CC=CC=2)C2C=CC=CC=2)=CC=1>[C:43]([O:47][C:48]([N:50]1[CH:55]([C:56]2[NH:60][C:59]3[CH:61]=[C:62]([C:29]4[CH:28]=[CH:27][C:26]5[C:31](=[CH:32][CH:33]=[C:24]([C:21]6[CH:22]=[CH:23][C:18]([C:15]7[NH:14][C:13]([CH:9]8[CH2:10][CH2:11][CH2:12][N:8]8[C:6]([O:5][C:1]([CH3:4])([CH3:3])[CH3:2])=[O:7])=[N:17][CH:16]=7)=[CH:19][CH:20]=6)[CH:25]=5)[CH:30]=4)[CH:63]=[CH:64][C:58]=3[N:57]=2)[CH:54]2[CH2:66][CH:51]1[CH2:52][CH2:53]2)=[O:49])([CH3:46])([CH3:45])[CH3:44] |f:2.3.4,8.9.10.11,^1:129,131,150,169|. Reported procedure: A mixture of 2-(5-{4-[6-(4,4,5,5-Tetramethyl-[1,3,2]dioxaborolan-2-yl)-naphthalen-2-yl]-phenyl}-1H-imidazol-2-yl)-pyrrolidine-1-carboxylic acid tert-butyl ester (216 mg, 0.382 mmol), 3-(6-Bromo-1H-benzoimidazol-2-yl)-2-aza-bicyclo[2.2.1]heptane-2-carboxylic acid tert-butyl ester (1 eq., 150 mg, 0.382 mmol), [1,1′-bis(diphenylphosphino)ferrocene]dichloropalladium(II)(5%, 16 mg), tetrakis(triphenylphosphine)palladium (5%, 22 mg) and potassium carbonate (2 eq., 106 mg) in 4 mL DME and 1 mL water wa...